Dataset: the Open Reaction Database (ORD), a public repository of structured organic reaction records. Task: describe an organic reaction: reactants, conditions, products, and yield Reactants: CO, NC(Cc1ccc(-c2ccccn2)cc1)CC(O)C(Cc1ccccc1)N(Cc1ccccc1)Cc1ccccc1. The product is NC(Cc1ccc(-c2ccccn2)cc1)CC(O)C(N)Cc1ccccc1. Reaction SMILES: [CH3:42][OH:43].[NH2:1][CH:2]([CH2:3][CH:4]([CH:5]([CH2:6][c:7]1[cH:8][cH:9][cH:10][cH:11][cH:12]1)[N:13]([CH2:14][c:15]1[cH:16][cH:17][cH:18][cH:19][cH:20]1)[CH2:21][c:22]1[cH:23][cH:24][cH:25][cH:26][cH:27]1)[OH:28])[CH2:29][c:30]1[cH:31][cH:32][c:33](-[c:36]2[n:37][cH:38][cH:39][cH:40][cH:41]2)[cH:34][cH:35]1>>[NH2:1][CH:2]([CH2:3][CH:4]([CH:5]([CH2:6][c:7]1[cH:8][cH:9][cH:10][cH:11][cH:12]1)[NH2:13])[OH:28])[CH2:29][c:30]1[cH:31][cH:32][c:33](-[c:36]2[n:37][cH:38][cH:39][cH:40][cH:41]2)[cH:34][cH:35]1. The reactants are C(C1=CC=CC=C1)(=O)C(C(C1=C(C=CC=C1)Cl)Br)Br (1-benzoyl-1,2-dibromo-2-(o-chlorophenyl) ethane), N1N=CN=C1 (1,2,4-Triazole), [H-].[Na+] (sodium hydride), O (water). Solvent: CN(C=O)C (dimethylformamide), CCCCCC (hexane), CN(C=O)C (dimethylformamide), CN(C=O)C (dimethylformamide). Reaction conditions: temperature 100 celsius. Product: C(C1=CC=CC=C1)(=O)C=C(N1N=CN=C1)C1=C(C=CC=C1)Cl (1-benzoyl-2-o-chlorophenyl-2-(1,2,4-triazol-1-yl)-ethylene). RXN SMILES: [NH:1]1[CH:5]=[N:4][CH:3]=[N:2]1.[H-].[Na+].[C:8]([CH:16](Br)[CH:17](Br)[C:18]1[CH:23]=[CH:22][CH:21]=[CH:20][C:19]=1[Cl:24])(=[O:15])[C:9]1[CH:14]=[CH:13][CH:12]=[CH:11][CH:10]=1.O>CN(C)C=O.CCCCCC>[C:8]([CH:16]=[C:17]([C:18]1[CH:23]=[CH:22][CH:21]=[CH:20][C:19]=1[Cl:24])[N:1]1[CH:5]=[N:4][CH:3]=[N:2]1)(=[O:15])[C:9]1[CH:10]=[CH:11][CH:12]=[CH:13][CH:14]=1 |f:1.2|. Reported procedure: This Example illustrates the preparation of compound no. 3 of Table I. 1,2,4-Triazole (4.64 g) in dry dimethylformamide (10 ml) was added slowly to a suspension of sodium hydride (2.88 g of 50% dispersion in mineral oil, washed free of oil with dry petrol) in dry dimethylformamide (10 ml) with cooling and stirring. A solution of 1-benzoyl-1,2-dibromo-2-(o-chlorophenyl) ethane (8.45 g) in dry dimethylformamide (10 ml) was then added and the mixture heated at 100° C. for 1 hour. The mixture was po... The reactants are ClC1=CC(=NC(=N1)OC)NCC1=CSC=C1 ((6-chloro-2-methoxy-pyrimidin-4-yl)-thiophen-3-ylmethyl-amine), C(=O)(O)C(C)(C)C=1C=C(C=CC1)B(O)O (3-(1-carboxy-1-methyl-ethyl)-phenyl boronic acid), C(=O)([O-])[O-].[Cs+].[Cs+] (Cs2CO3). The reagents and catalysts are C=1C=CC(=CC1)[P](C=2C=CC=CC2)(C=3C=CC=CC3)[Pd]([P](C=4C=CC=CC4)(C=5C=CC=CC5)C=6C=CC=CC6)([P](C=7C=CC=CC7)(C=8C=CC=CC8)C=9C=CC=CC9)[P](C=1C=CC=CC1)(C=1C=CC=CC1)C=1C=CC=CC1 (tetrakis(triphenylphosphine)palladium). Solvent: COCCOC (ethylene glycol dimethyl ether), O (water), O (water). Conditions: temperature 90 celsius, time 6 hour. Product: COC1=NC(=CC(=N1)C=1C=C(C=CC1)C(C(=O)O)(C)C)NCC1=CSC=C1 (2-(3-{2-methoxy-6-[(thiophen-3-ylmethyl)-amino]-pyrimidin-4-yl}-phenyl)-2-methyl-propionic acid). Isolated yield 4.7%. As a reaction SMILES: Cl[C:2]1[N:7]=[C:6]([O:8][CH3:9])[N:5]=[C:4]([NH:10][CH2:11][C:12]2[CH:16]=[CH:15][S:14][CH:13]=2)[CH:3]=1.[C:17]([C:20]([C:23]1[CH:24]=[C:25](B(O)O)[CH:26]=[CH:27][CH:28]=1)([CH3:22])[CH3:21])([OH:19])=[O:18].C([O-])([O-])=O.[Cs+].[Cs+]>COCCOC.O.C1C=CC([P]([Pd]([P](C2C=CC=CC=2)(C2C=CC=CC=2)C2C=CC=CC=2)([P](C2C=CC=CC=2)(C2C=CC=CC=2)C2C=CC=CC=2)[P](C2C=CC=CC=2)(C2C=CC=CC=2)C2C=CC=CC=2)(C2C=CC=CC=2)C2C=CC=CC=2)=CC=1>[CH3:9][O:8][C:6]1[N:7]=[C:2]([C:25]2[CH:24]=[C:23]([C:20]([CH3:22])([CH3:21])[C:17]([OH:19])=[O:18])[CH:28]=[CH:27][CH:26]=2)[CH:3]=[C:4]([NH:10][CH2:11][C:12]2[CH:16]=[CH:15][S:14][CH:13]=2)[N:5]=1 |f:2.3.4,^1:48,50,69,88|. Procedure: Argon is bubbled through a mixture of (6-chloro-2-methoxy-pyrimidin-4-yl)-thiophen-3-ylmethyl-amine (216 mg, 0.84 mmol), 3-(1-carboxy-1-methyl-ethyl)-phenyl boronic acid [312 mg, 1.5 mmol, see Example 49(b) step 2], Cs2CO3 (821 mg, 2.52 mmol), and tetrakis(triphenylphosphine)palladium (0) (92 mg, 0.08 mmol) in ethylene glycol dimethyl ether (2.5 mL) and water (0.5 mL), for a period of 10 minutes. The reaction vessel is sealed and heated to 90° C. After stirring for 6 hours the heating is turned ... Reactants: COC1=CC=C2CCCC(C2=C1)C(=O)O (7-methoxy-1,2,3,4-tetrahydronaphthalene-1-carboxylic acid), CN(C1=CC=C(C=N1)CNC1=CC=C(C=C1)C(C)C)C ([(6-dimethylaminopyridin-3-yl)methyl](4-isopropylphenyl)amine). The product is CN(C1=CC=C(C=N1)CN(C(=O)C1CCCC2=CC=C(C=C12)OC)C1=CC=C(C=C1)C(C)C)C (N-[(6-dimethylaminopyridin-3-yl)methyl]-N-(4-isopropylphenyl)-7-methoxy-1,2,3,4-tetrahydronaphthalene-1-carboxamide). Reaction SMILES: [CH3:1][O:2][C:3]1[CH:12]=[C:11]2[C:6]([CH2:7][CH2:8][CH2:9][CH:10]2[C:13]([OH:15])=O)=[CH:5][CH:4]=1.[CH3:16][N:17]([CH3:35])[C:18]1[N:23]=[CH:22][C:21]([CH2:24][NH:25][C:26]2[CH:31]=[CH:30][C:29]([CH:32]([CH3:34])[CH3:33])=[CH:28][CH:27]=2)=[CH:20][CH:19]=1>>[CH3:16][N:17]([CH3:35])[C:18]1[N:23]=[CH:22][C:21]([CH2:24][N:25]([C:26]2[CH:31]=[CH:30][C:29]([CH:32]([CH3:33])[CH3:34])=[CH:28][CH:27]=2)[C:13]([CH:10]2[C:11]3[C:6](=[CH:5][CH:4]=[C:3]([O:2][CH3:1])[CH:12]=3)[CH2:7][CH2:8][CH2:9]2)=[O:15])=[CH:20][CH:19]=1. Procedure details: By the reaction and treatment in the same manner as in Example 12 using 7-methoxy-1,2,3,4-tetrahydronaphthalene-1-carboxylic acid (0.31 g) and [(6-dimethylaminopyridin-3-yl)methyl](4-isopropylphenyl)amine (0.24 g) as starting materials, N-[(6-dimethylaminopyridin-3-yl)methyl]-N-(4-isopropylphenyl)-7-methoxy-1,2,3,4-tetrahydronaphthalene-1-carboxamide was obtained. This was dissolved in ether, and 4 mol/L-hydrochloric acid/dioxane (0.30 mL) was added. The solvent was evaporated. The obtained crud...